This data is from the Open Reaction Database (ORD), a public repository of structured organic reaction records. The task is: describe an organic reaction: reactants, conditions, products, and yield The reactants are CCc1c[nH]c2c1C(=O)CC(c1ccccc1)C2, CS(=O)(=O)Cl, CN(C)C=O, [H-], [Na+]. Yields the product CCc1cn(S(C)(=O)=O)c2c1C(=O)CC(c1ccccc1)C2. As a reaction SMILES: [CH2:3]([CH3:4])[c:5]1[cH:6][nH:7][c:8]2[c:13]1[C:12](=[O:14])[CH2:11][CH:10]([c:15]1[cH:16][cH:17][cH:18][cH:19][cH:20]1)[CH2:9]2.[CH3:21][S:22](=[O:23])(=[O:24])[Cl:25].[CH3:26][N:27]([CH3:28])[CH:29]=[O:30].[H-:1].[Na+:2]>>[CH2:3]([CH3:4])[c:5]1[cH:6][n:7]([S:22]([CH3:21])(=[O:23])=[O:24])[c:8]2[c:13]1[C:12](=[O:14])[CH2:11][CH:10]([c:15]1[cH:16][cH:17][cH:18][cH:19][cH:20]1)[CH2:9]2.